This data is from the Open Reaction Database (ORD), a public repository of structured organic reaction records. The task is: describe an organic reaction: reactants, conditions, products, and yield The reactants are O1COC2CC(CC=C)=CC=C12 (dihydrosafrole), CO (Methanol), ( 7 ), C=O (paraformaldehyde), S(O)(O)(=O)=O (sulphuric acid), C(C)(=O)O (acetic acid), C(C)(=O)O (acetic acid). Product: C(C)(=O)OCC1=C(C=C2C(=C1)OCO2)CCC (4,5-methylenedioxy-2-propylbenzyl acetate). As a reaction SMILES: [O:1]1[C:12]2[CH:4]([CH2:5][C:6](=[CH:10][CH:11]=2)[CH2:7][CH:8]=[CH2:9])[O:3][CH2:2]1.[CH2:13]=O.S(=O)(=O)(O)O.CO.[C:22]([OH:25])(=[O:24])[CH3:23]>>[C:22]([O:25][CH2:13][C:10]1[CH:11]=[C:12]2[O:1][CH2:2][O:3][C:4]2=[CH:5][C:6]=1[CH2:7][CH2:8][CH3:9])(=[O:24])[CH3:23]. Reported procedure: A mixture of dihydrosafrole, 25 g, in acetic acid (25 g) was added, with stirring over 3 hours to a mixture of acetic acid (230 g), paraformaldehyde (45 g) and sulphuric acid (10%, 1.6 g) held at 70° C. After the reaction had been shown to be complete by glc, the excess paraformaldehyde was removed by filtration and the filtrate poured into water (450 ml). Sodium hydroxide solution (20 ml of a 10% solution) was then added. Ether extraction, followed by drying over magnesium sulphate, filtration ...